Task: describe an organic reaction: reactants, conditions, products, and yield. Dataset: the Open Reaction Database (ORD), a public repository of structured organic reaction records Reactants: C(C1=CC=CC=C1)OC=1C(C=C(OC1)C)=O (5-(Benzyloxy)-2-methyl-4H-pyran-4-one), N1C=NC2=C1C=CC=C2N (1H-benzimidazol-4-amine). Solvent: CC(=O)O.O (HOAc H2O). Run at temperature 140 celsius. Yields the product title compounds, N1C=NC2=C1C=CC=C2N2C(=CC(C(=C2)OCC2=CC=CC=C2)=O)C (1-(1H-benzimidazol-4-yl)-5-(benzyloxy)-2-methylpyridin-4(1H)-one). Reaction SMILES: [CH2:1]([O:8][C:9]1[C:10](=[O:16])[CH:11]=[C:12]([CH3:15])O[CH:14]=1)[C:2]1[CH:7]=[CH:6][CH:5]=[CH:4][CH:3]=1.[NH:17]1[C:21]2[CH:22]=[CH:23][CH:24]=[C:25]([NH2:26])[C:20]=2[N:19]=[CH:18]1>CC(O)=O.O>[NH:17]1[C:21]2[CH:22]=[CH:23][CH:24]=[C:25]([N:26]3[CH:14]=[C:9]([O:8][CH2:1][C:2]4[CH:3]=[CH:4][CH:5]=[CH:6][CH:7]=4)[C:10](=[O:16])[CH:11]=[C:12]3[CH3:15])[C:20]=2[N:19]=[CH:18]1 |f:2.3|. Procedure: 5-(Benzyloxy)-2-methyl-4H-pyran-4-one (450 mg, 2.081 mmol) and 1H-benzimidazol-4-amine (279 mg, 2.095 mmol) were taken up in 40% HOAc/H2O (10 ml) in a microwave vial. The vial was sealed and the mixture heated to 140° C. for 30 min by microwave irradiation. The reaction was incomplete by LC/MS. The mixture was heated to 200° C. for 30 min by microwave irradiation. The reaction was incomplete by LC/MS. The mixture was heated to 170° C. for 1 h by microwave irradiation. The mixture was concentrate... The reactants are COC(=O)C1(C)COCCC1NS(=O)(=O)c1ccc(OCc2ccccc2)cc1, C1CCOC1, CO, Cl, [Na+], [OH-]. The product is CC1(C(=O)O)COCCC1NS(=O)(=O)c1ccc(OCc2ccccc2)cc1. As a reaction SMILES: [CH2:1]([c:2]1[cH:3][cH:4][cH:5][cH:6][cH:7]1)[O:8][c:9]1[cH:10][cH:11][c:12]([S:15](=[O:16])(=[O:17])[NH:18][CH:19]2[C:20]([C:25](=[O:26])[O:27][CH3:28])([CH3:29])[CH2:21][O:22][CH2:23][CH2:24]2)[cH:13][cH:14]1.[CH2:33]1[O:34][CH2:35][CH2:36][CH2:37]1.[CH3:38][OH:39].[ClH:32].[Na+:31].[OH-:30]>>[CH2:1]([c:2]1[cH:3][cH:4][cH:5][cH:6][cH:7]1)[O:8][c:9]1[cH:10][cH:11][c:12]([S:15](=[O:16])(=[O:17])[NH:18][CH:19]2[C:20]([C:25](=[O:26])[OH:27])([CH3:29])[CH2:21][O:22][CH2:23][CH2:24]2)[cH:13][cH:14]1. Reactants: compound, NC1=CC=C(C=C1)C1=CC=C2CN(C(C2=C1)=O)[C@H](C(=O)OC)C(C)C ((S)-Methyl 2-(6-(4-aminophenyl)-1-oxoisoindolin-2-yl)-3-methylbutanoate), C(C)(C)S(=O)(=O)Cl (isopropyl sulfonyl chloride), compound, compound. Yields the product CC([C@@H](C(=O)OC)N1C(C2=CC(=CC=C2C1)C1=CC=C(C=C1)NS(=O)(=O)C(C)C)=O)C ((S)-Methyl 3-methyl-2-(6-(4-(1-methylethylsulfonamido)phenyl)-1-oxoisoindolin-2-yl)butanoate). Reaction SMILES: [NH2:1][C:2]1[CH:7]=[CH:6][C:5]([C:8]2[CH:16]=[C:15]3[C:11]([CH2:12][N:13]([C@@H:18]([CH:23]([CH3:25])[CH3:24])[C:19]([O:21][CH3:22])=[O:20])[C:14]3=[O:17])=[CH:10][CH:9]=2)=[CH:4][CH:3]=1.[CH:26]([S:29](Cl)(=[O:31])=[O:30])([CH3:28])[CH3:27]>>[CH3:24][CH:23]([CH3:25])[C@H:18]([N:13]1[CH2:12][C:11]2[C:15](=[CH:16][C:8]([C:5]3[CH:4]=[CH:3][C:2]([NH:1][S:29]([CH:26]([CH3:28])[CH3:27])(=[O:31])=[O:30])=[CH:7][CH:6]=3)=[CH:9][CH:10]=2)[C:14]1=[O:17])[C:19]([O:21][CH3:22])=[O:20]. Procedure details: The compound of example 95 was prepared analogous to compound of example 77 by reaction of compound of example 6 with isopropyl sulfonyl chloride. The compound of example 95 was used directly without isolation for the preparation of compound of example 96. Reported procedure: A 0.5-2 ml microwave vial was charged with tetrakis(triphenylphosphine)palladium(0) (27.9 mg, 0.024 mmol), 2-(3,6-dihydro-2H-pyran-4-yl)-4,4,5,5-tetramethyl-1,3,2-dioxaborolane (86 mg, 0.411 mmol). A solution of (S)-2-amino-6′-fluoro-2′-(pyrimidin-5-yl)-5H-spiro[oxazole-4,9′-xanthene]-7′-yl trifluoromethanesulfonate (120 mg, 0.242 mmol) in DMF (1612 μL) was added followed by sodium carbonate (2M solution) (363 μL, 0.725 mmol). The vial was sealed and heated in microwave reactor at 85° C. for 1 h... Run at temperature 85 celsius. The product is O1CCC(=CC1)C1=CC=2[C@]3(C4=CC(=CC=C4OC2C=C1F)C=1C=NC=NC1)N=C(OC3)N ((S)-2′-(3,6-dihydro-2H-pyran-4-yl)-3′-fluoro-7′-(pyrimidin-5-yl)-5H-spiro[oxazole-4,9′-xanthen]-2-amine). Reaction SMILES: [O:1]1[CH2:6][CH:5]=[C:4](B2OC(C)(C)C(C)(C)O2)[CH2:3][CH2:2]1.FC(F)(F)S(O[C:22]1[CH:35]=[C:34]2[C:25]([O:26][C:27]3[CH:28]=[CH:29][C:30]([C:41]4[CH:42]=[N:43][CH:44]=[N:45][CH:46]=4)=[CH:31][C:32]=3[C@:33]32[CH2:39][O:38][C:37]([NH2:40])=[N:36]3)=[CH:24][C:23]=1[F:47])(=O)=O.C(=O)([O-])[O-].[Na+].[Na+]>CN(C=O)C.O.C1C=CC([P]([Pd]([P](C2C=CC=CC=2)(C2C=CC=CC=2)C2C=CC=CC=2)([P](C2C=CC=CC=2)(C2C=CC=CC=2)C2C=CC=CC=2)[P](C2C=CC=CC=2)(C2C=CC=CC=2)C2C=CC=CC=2)(C2C=CC=CC=2)C2C=CC=CC=2)=CC=1>[O:1]1[CH2:2][CH:3]=[C:4]([C:22]2[C:23]([F:47])=[CH:24][C:25]3[O:26][C:27]4[C:32](=[CH:31][C:30]([C:41]5[CH:46]=[N:45][CH:44]=[N:43][CH:42]=5)=[CH:29][CH:28]=4)[C@@:33]4([CH2:39][O:38][C:37]([NH2:40])=[N:36]4)[C:34]=3[CH:35]=2)[CH2:5][CH2:6]1 |f:2.3.4,^1:65,67,86,105|. Reactants: O1CCC(=CC1)B1OC(C(O1)(C)C)(C)C (2-(3,6-dihydro-2H-pyran-4-yl)-4,4,5,5-tetramethyl-1,3,2-dioxaborolane), FC(S(=O)(=O)OC1=C(C=C2OC=3C=CC(=CC3[C@@]3(C2=C1)N=C(OC3)N)C=3C=NC=NC3)F)(F)F ((S)-2-amino-6′-fluoro-2′-(pyrimidin-5-yl)-5H-spiro[oxazole-4,9′-xanthene]-7′-yl trifluoromethanesulfonate), C([O-])([O-])=O.[Na+].[Na+] (sodium carbonate). Run in O (water), CN(C)C=O (DMF). The reagents and catalysts are C=1C=CC(=CC1)[P](C=2C=CC=CC2)(C=3C=CC=CC3)[Pd]([P](C=4C=CC=CC4)(C=5C=CC=CC5)C=6C=CC=CC6)([P](C=7C=CC=CC7)(C=8C=CC=CC8)C=9C=CC=CC9)[P](C=1C=CC=CC1)(C=1C=CC=CC1)C=1C=CC=CC1 (tetrakis(triphenylphosphine)palladium(0)). Starting materials: COC1=C(CN2C(CC2=O)C(=O)OCC)C=CC(=C1)OC (ethyl 1-(2,4-dimethoxybenzyl)-4-oxo-2-azetidine-carboxylate), O (water), S(=O)(=O)([O-])OOS(=O)(=O)[O-].[K+].[K+] (potassium peroxidisulfate), P(=O)(O)([O-])[O-].[Na+].[Na+] (disodium hydrogenphosphate). Solvent: C(C)#N (acetonitrile). Yields the product O=C1CC(N1)C(=O)OCC (Ethyl 4-oxo-2-azetidine-carboxylate). The yield is 41.0%. Reaction SMILES: COC1C=C(OC)C=CC=1C[N:6]1[C:9](=[O:10])[CH2:8][CH:7]1[C:11]([O:13][CH2:14][CH3:15])=[O:12].S(OOS([O-])(=O)=O)([O-])(=O)=O.[K+].[K+].P([O-])([O-])(O)=O.[Na+].[Na+].O>C(#N)C>[O:10]=[C:9]1[NH:6][CH:7]([C:11]([O:13][CH2:14][CH3:15])=[O:12])[CH2:8]1 |f:1.2.3,4.5.6|. Procedure details: 6 g. (20.5 mmoles) of ethyl 1-(2,4-dimethoxybenzyl)-4-oxo-2-azetidine-carboxylate prepared according to Example 10, 11 g. (41 mmoles) of potassium peroxidisulfate and 14.5 g, (82 mmoles) of disodium hydrogenphosphate×2H2O are boiled in a mixture of 60 ml. of water and 90 ml. of acetonitrile for 6 hours. The biphase reaction mixture is separated, the aqueous phase is shaken with 100 ml. of benzene and the combined organic phase is extracted with three 30-ml. portions of a saturated aqueous sodium... Reactants: Cc1ccc(C(=O)NC2CC2)cc1B1OC(C)(C)C(C)(C)O1, CN1CCN(Cc2ccccc2NC(=O)c2ccc(Cl)nc2)CC1. Yields the product Cc1ccc(C(=O)NC2CC2)cc1-c1ccc(C(=O)Nc2ccccc2CN2CCN(C)CC2)cn1. Reaction SMILES: [CH:25]1([NH:28][C:29]([c:30]2[cH:31][c:32]([B:37]3[O:38][C:39]([CH3:40])([CH3:41])[C:42]([CH3:43])([CH3:44])[O:45]3)[c:33]([CH3:36])[cH:34][cH:35]2)=[O:46])[CH2:26][CH2:27]1.[Cl:1][c:2]1[n:3][cH:4][c:5]([C:6](=[O:7])[NH:8][c:9]2[c:10]([CH2:15][N:16]3[CH2:17][CH2:18][N:19]([CH3:22])[CH2:20][CH2:21]3)[cH:11][cH:12][cH:13][cH:14]2)[cH:23][cH:24]1>>[c:2]1(-[c:32]2[cH:31][c:30]([C:29]([NH:28][CH:25]3[CH2:26][CH2:27]3)=[O:46])[cH:35][cH:34][c:33]2[CH3:36])[n:3][cH:4][c:5]([C:6](=[O:7])[NH:8][c:9]2[c:10]([CH2:15][N:16]3[CH2:17][CH2:18][N:19]([CH3:22])[CH2:20][CH2:21]3)[cH:11][cH:12][cH:13][cH:14]2)[cH:23][cH:24]1. Starting materials: NC1=C(C(=C(C(=O)N)C=C1Cl)OC)CC1CCNCC1 (4-amino-5-chloro-2-methoxy-(piperidin-4-ylmethyl)benzamide), NC1=C(C(=C(C(=O)N)C=C1Cl)OC)CC1CCNCC1 (4-amino-5-chloro-2-methoxy-(piperidin-4-ylmethyl)benzamide), Cl (hydrochloride), CN(C=O)C (dimethylformamide), ClCCCN1N=CN=C1 (1-(3-chloropropyl)-1,2,4-triazole), ClCCCN1N=CN=C1 (1-(3-chloropropyl)-1,2,4-triazole), C([O-])([O-])=O.[K+].[K+] (potassium carbonate), [I-].[K+] (potassium iodide). Conditions: temperature 100 celsius, time 8 hour. The product is N1(N=CN=C1)CCCN1CCC(CC1)CNC(C1=C(C=C(C(=C1)Cl)N)OC)=O (N-((1-(3-(1,2,4-triazol-1-yl)propyl)piperidin-4-yl)methyl)-4-amino-5-chloro-2-methoxybenzamide). The yield is 9.0%. Reaction SMILES: [NH2:1][C:2]1[C:10]([Cl:11])=[CH:9][C:5]([C:6]([NH2:8])=[O:7])=[C:4]([O:12][CH3:13])[C:3]=1CC1CCNCC1.Cl.Cl[CH2:23][CH2:24][CH2:25][N:26]1[CH:30]=[N:29][CH:28]=[N:27]1.C(=O)([O-])[O-].[K+].[K+].[I-].[K+].[CH3:39][N:40]([CH3:43])C=O>>[N:26]1([CH2:25][CH2:24][CH2:23][N:40]2[CH2:43][CH2:6][CH:5]([CH2:9][NH:8][C:6](=[O:7])[C:5]3[CH:9]=[C:10]([Cl:11])[C:2]([NH2:1])=[CH:3][C:4]=3[O:12][CH3:13])[CH2:4][CH2:39]2)[CH:30]=[N:29][CH:28]=[N:27]1 |f:3.4.5,6.7|. Procedure: 4-amino-5-chloro-2-methoxy-(piperidin-4-ylmethyl)benzamide (compound of formula 2) hydrochloride (500 mg, 1.5 mmol) was dissolved in dimethylformamide (10 mL), and 1-(3-chloropropyl)-1,2,4-triazole (compound of formula 3) (306 mg, 2.1 mmol), potassium carbonate (497 mg, 3.6 mmol), and potassium iodide (50 mg, 0.3 mmol) were added thereto. The reactants were stirred at 100° C. for 8 hours, and the reaction was terminated with the addition of water. After extraction with ethyl acetate and water, t...